Dataset: the Open Reaction Database (ORD), a public repository of structured organic reaction records. Task: describe an organic reaction: reactants, conditions, products, and yield Starting materials: N-(3-dimethylaminopropyl)-N-ethylcarbodiamide hydrochloride, Cl.CNC (dimethylamine hydrochloride), C(C)(C)N(C(C)C)CC (N,N-diisopropylethylamine), C(#N)C=1C=C(C=NC1)C#CC=1C=CC(=C(C(=O)O)C1)F (5-(5-cyanopyridin-3-ylethynyl)-2-fluorobenzoic acid), O.ON1N=NC2=C1C=CC=C2 (1-hydroxybenzotriazole hydrate). Run in C(C)(=O)OCC (ethyl acetate), CN(C=O)C (N,N-dimethylformamide). Run at time 2 hour. Product: C(#N)C=1C=C(C=NC1)C#CC=1C=CC(=C(C(=O)N(C)C)C1)F (5-(5-Cyanopyridin-3-ylethynyl)-2-fluoro-N,N-dimethylbenzamide). Isolated yield 63.3%. RXN SMILES: Cl.[CH3:2][NH:3][CH3:4].C(N(CC)C(C)C)(C)C.[C:14]([C:16]1[CH:17]=[C:18]([C:22]#[C:23][C:24]2[CH:25]=[CH:26][C:27]([F:33])=[C:28]([CH:32]=2)[C:29]([OH:31])=O)[CH:19]=[N:20][CH:21]=1)#[N:15].O.ON1C2C=CC=CC=2N=N1>CN(C)C=O.C(OCC)(=O)C>[C:14]([C:16]1[CH:17]=[C:18]([C:22]#[C:23][C:24]2[CH:25]=[CH:26][C:27]([F:33])=[C:28]([CH:32]=2)[C:29]([N:3]([CH3:4])[CH3:2])=[O:31])[CH:19]=[N:20][CH:21]=1)#[N:15] |f:0.1,4.5|. Reported procedure: Add N-(3-dimethylaminopropyl)-N-ethylcarbodiamide hydrochloride (120 mg, 0.62 mmol) to a mixture of dimethylamine hydrochloride (51 mg, 0.62 mmol), N,N-diisopropylethylamine (108 μL, 0.62 mmol), 5-(5-cyanopyridin-3-ylethynyl)-2-fluorobenzoic acid, (prepared as described in EXAMPLE 120), (150 mg, 0.56 mmol) and 1-hydroxybenzotriazole hydrate (76 mg, 0.56 mmol) in N,N-dimethylformamide (2 mL), and stir for 2 h. Dilute the reaction mixture with ethyl acetate and an aqueous saturated solution of sod... Reactants: Cl.C(C(=C)C)(=O)N.N[C@@H](CCCNC(N)=N)C(=O)O (arginine-mono-methacrylamide hydrochloride). Solvent: O (water). Yields the product C(C(=C)C)(=O)N.N[C@@H](CCCNC(N)=N)C(=O)O (Arginine-methacrylamide). RXN SMILES: Cl.[C:2]([NH2:7])(=[O:6])[C:3]([CH3:5])=[CH2:4].[NH2:8][C@H:9]([C:17]([OH:19])=[O:18])[CH2:10][CH2:11][CH2:12][NH:13][C:14](=[NH:16])[NH2:15]>O>[C:2]([NH2:7])(=[O:6])[C:3]([CH3:5])=[CH2:4].[NH2:8][C@H:9]([C:17]([OH:19])=[O:18])[CH2:10][CH2:11][CH2:12][NH:13][C:14](=[NH:15])[NH2:16] |f:0.1.2,4.5|. Reported procedure: The obtained arginine-mono-methacrylamide hydrochloride(4.84 g) was dissolved in 40 ml of distilled water, and bubbled with nitrogen gas for 1 hour. Potassium persulfate(60 mg) was added to the solution, and dissolved in it. The reaction mixture was refluxed by heating for 3 hours, then cooled to room temperature, and poured into acetone, so that precipitates were deposited. The supernatant was discarded, and acetone was again added to the precipitates and obtained mixture was stirred. The depos...